From a dataset of the Open Reaction Database (ORD), a public repository of structured organic reaction records. describe an organic reaction: reactants, conditions, products, and yield Product: Cc1ccc(NC(=O)C23CCC(NCC(=O)N4CC(F)CC4C#N)(CC2)CC3)cc1. Reaction SMILES: [C:1](=[O:2])([OH:3])[C:4]12[CH2:5][CH2:6][C:7]([NH:12][CH2:13][C:14](=[O:15])[N:16]3[CH:17]([C:22]#[N:23])[CH2:18][CH:19]([F:21])[CH2:20]3)([CH2:8][CH2:9]1)[CH2:10][CH2:11]2.[CH3:24][c:25]1[cH:26][cH:27][c:28]([NH2:29])[cH:30][cH:31]1>>[C:1](=[O:2])([C:4]12[CH2:5][CH2:6][C:7]([NH:12][CH2:13][C:14](=[O:15])[N:16]3[CH:17]([C:22]#[N:23])[CH2:18][CH:19]([F:21])[CH2:20]3)([CH2:8][CH2:9]1)[CH2:10][CH2:11]2)[NH:29][c:28]1[cH:27][cH:26][c:25]([CH3:24])[cH:31][cH:30]1. Starting materials: N#CC1CC(F)CN1C(=O)CNC12CCC(C(=O)O)(CC1)CC2, Cc1ccc(N)cc1. Starting materials: O=C(NC(CO)C(O)c1ccc([N+](=O)[O-])cc1)C(Cl)Cl, O=C(O)C1CCCN1. Yields the product O=C(O)C1CC(O)CN1. RXN SMILES: [OH:1][CH2:2][CH:3]([CH:4]([c:5]1[cH:6][cH:7][c:8]([N+:9](=[O:10])[O-:11])[cH:12][cH:13]1)[OH:14])[NH:15][C:16]([CH:17]([Cl:18])[Cl:19])=[O:20].[OH:21][C:22](=[O:23])[CH:24]1[CH2:25][CH2:26][CH2:27][NH:28]1>>[OH:1][CH:26]1[CH2:25][CH:24]([C:22]([OH:21])=[O:23])[NH:28][CH2:27]1. Solvent: CO.O (methanol water). Reactants: ClC1=CC=C(C=C1)N1CCN(CC1)S(=O)(=O)N1C(CCCC1)C(=O)OC (methyl 1-[4-(4-chlorophenyl)piperazine-1-sulfonyl]piperidine-2-(RS)-carboxylate), [OH-].[Na+] (NaOH). Yield: 78.6%. Run at time 2 hour. Product: ClC1=CC=C(C=C1)N1CCN(CC1)S(=O)(=O)N1C(CCCC1)C(=O)O (1-[4-(4-chlorophenyl)piperazine-1-sulfonyl]piperidine-2-(RS)-carboxylic acid). As a reaction SMILES: [Cl:1][C:2]1[CH:7]=[CH:6][C:5]([N:8]2[CH2:13][CH2:12][N:11]([S:14]([N:17]3[CH2:22][CH2:21][CH2:20][CH2:19][CH:18]3[C:23]([O:25]C)=[O:24])(=[O:16])=[O:15])[CH2:10][CH2:9]2)=[CH:4][CH:3]=1.[OH-].[Na+]>CO.O>[Cl:1][C:2]1[CH:7]=[CH:6][C:5]([N:8]2[CH2:9][CH2:10][N:11]([S:14]([N:17]3[CH2:22][CH2:21][CH2:20][CH2:19][CH:18]3[C:23]([OH:25])=[O:24])(=[O:15])=[O:16])[CH2:12][CH2:13]2)=[CH:4][CH:3]=1 |f:1.2,3.4|. Reported procedure: A solution of methyl 1-[4-(4-chlorophenyl)piperazine-1-sulfonyl]piperidine-2-(RS)-carboxylate (164 mg, 0.41 mmol), [prepared as described in Example 3] and NaOH (33 mg, 0.82 mmol) in methanol/water (5 ml of 9:1 ratio) was heated at reflux. After 2 h, the reaction mixture was concentrated in vacuo, diluted with water (5 ml) and extracted with diethyl ether. The aqueous phase was acidified to pH 3 with 5% potassium bisulfate solution and the product was extracted into ethyl acetate. The organic ph... Reactants: Cl (hydrochloride), COC1=CC=C(C=C1)C1=CC(=C(S1)NC(=O)NC1=NC=CN=C1)C(=O)N[C@@H]1CN(CCCC1)C(=O)OC(C)(C)C (tert-butyl(3S)-3-{[(5-(4-methoxyphenyl)-2-{[(pyrazin-2-ylamino)carbonyl]amino}-3-thienyl)carbonyl]amino}azepane-1-carboxylate), Cl (HCl). Run in CO (MeOH), O1CCOCC1 (dioxane). Run at time 4 hour. Yields the product N1C[C@H](CCCC1)NC(=O)C1=C(SC(=C1)C1=CC=C(C=C1)OC)NC(=O)NC1=NC=CN=C1 (N-[(3S)-Azepan-3-yl]-5-(4-methoxyphenyl)-2-{[(pyrazin-2-ylamino)carbonyl]amino}thiophene-3-carboxamide). Reaction SMILES: Cl.[CH3:2][O:3][C:4]1[CH:9]=[CH:8][C:7]([C:10]2[S:14][C:13]([NH:15][C:16]([NH:18][C:19]3[CH:24]=[N:23][CH:22]=[CH:21][N:20]=3)=[O:17])=[C:12]([C:25]([NH:27][C@H:28]3[CH2:34][CH2:33][CH2:32][CH2:31][N:30](C(OC(C)(C)C)=O)[CH2:29]3)=[O:26])[CH:11]=2)=[CH:6][CH:5]=1>CO.O1CCOCC1>[NH:30]1[CH2:31][CH2:32][CH2:33][CH2:34][C@H:28]([NH:27][C:25]([C:12]2[CH:11]=[C:10]([C:7]3[CH:8]=[CH:9][C:4]([O:3][CH3:2])=[CH:5][CH:6]=3)[S:14][C:13]=2[NH:15][C:16]([NH:18][C:19]2[CH:24]=[N:23][CH:22]=[CH:21][N:20]=2)=[O:17])=[O:26])[CH2:29]1. Procedure: hydrochloride. To a stirred solution of tert-butyl(3S)-3-{[(5-(4-methoxyphenyl)-2-{[(pyrazin-2-ylamino)carbonyl]amino}-3-thienyl)carbonyl]amino}azepane-1-carboxylate (0.51 g, 0.9 mmol) in 10 mL of MeOH is added 10 mL (40 mmol) of 4.0 N HCl in dioxane. The solution was stirred at room temperature for 4 h and then concentrated under vacuum. The residue was partially recrystallized by triturating in refluxing 2-propanol to yield the title compound are a light orange solid (0.30 g, 67%). 1H NMR (d6-...